From a dataset of the Open Reaction Database (ORD), a public repository of structured organic reaction records. describe an organic reaction: reactants, conditions, products, and yield The reactants are CC#N, CCN(C(C)C)C(C)C, O=C(NCc1ccc(Cl)cc1Cl)C1CCNCC1, Cc1nc(Cl)nc(Cl)n1. Yields the product Cc1nc(Cl)nc(N2CCC(C(=O)NCc3ccc(Cl)cc3Cl)CC2)n1. Reaction SMILES: [CH3:37][C:38]#[N:39].[CH:28]([N:29]([CH:30]([CH3:31])[CH3:32])[CH2:33][CH3:34])([CH3:35])[CH3:36].[Cl:10][c:11]1[c:12]([CH2:18][NH:19][C:20](=[O:21])[CH:22]2[CH2:23][CH2:24][NH:25][CH2:26][CH2:27]2)[cH:13][cH:14][c:15]([Cl:17])[cH:16]1.[Cl:1][c:2]1[n:3][c:4]([CH3:9])[n:5][c:6]([Cl:8])[n:7]1>>[c:2]1([N:25]2[CH2:24][CH2:23][CH:22]([C:20]([NH:19][CH2:18][c:12]3[c:11]([Cl:10])[cH:16][c:15]([Cl:17])[cH:14][cH:13]3)=[O:21])[CH2:27][CH2:26]2)[n:3][c:4]([CH3:9])[n:5][c:6]([Cl:8])[n:7]1. The reactants are N1(C=NC=C1)C(=O)N1N=CC2=CC(=CC=C12)C(C(F)(F)F)(C1=CN(C2=CC=CC=C12)C)O (imidazol-1-yl-{5-[2,2,2-trifluoro-1-hydroxy-1-(1-methyl-1H-indol-3-yl)ethyl]indazol-1-yl}-methanone), C1(CC1)N (cyclopropylamine). Run in CCOCC (ether), N1=CC=CC=C1 (pyridine). Conditions: time 8 hour. Yields the product C1(CC1)NC(=O)N1N=CC2=CC(=CC=C12)C(C(F)(F)F)(C1=CN(C2=CC=CC=C12)C)O (5-[2,2,2-Trifluoro-1-hydroxy-1-(1-methyl-1H-indol-3-yl)ethyl]indazole-1-carboxylic acid cyclopropylamide). RXN SMILES: [N:1]1([C:6]([N:8]2[C:16]3[C:11](=[CH:12][C:13]([C:17]([OH:32])([C:22]4[C:30]5[C:25](=[CH:26][CH:27]=[CH:28][CH:29]=5)[N:24]([CH3:31])[CH:23]=4)[C:18]([F:21])([F:20])[F:19])=[CH:14][CH:15]=3)[CH:10]=[N:9]2)=[O:7])C=CN=[CH:2]1.[CH:33]1(N)C[CH2:34]1>N1C=CC=CC=1.CCOCC>[CH:2]1([NH:1][C:6]([N:8]2[C:16]3[C:11](=[CH:12][C:13]([C:17]([OH:32])([C:22]4[C:30]5[C:25](=[CH:26][CH:27]=[CH:28][CH:29]=5)[N:24]([CH3:31])[CH:23]=4)[C:18]([F:20])([F:21])[F:19])=[CH:14][CH:15]=3)[CH:10]=[N:9]2)=[O:7])[CH2:34][CH2:33]1. Reported procedure: To a solution of imidazol-1-yl-{5-[2,2,2-trifluoro-1-hydroxy-1-(1-methyl-1H-indol-3-yl)ethyl]indazol-1-yl}-methanone (0.145 mmol) in 1 mL of pyridine was added cyclopropylamine (1.45 mmol). The mixture was stirred overnight, diluted with ether, washed with water and brine and dried over magnesium sulfate. The volatiles were removed in vacuo and the residue purified by flash silica gel chromatography using 33% ethyl acetate in hexanes. The product-rich fractions were concentrated in vacuo to prov... Reported procedure: In a nitrogen atmosphere, 78.56 g of magnesium was added to 2 l of tetrahydrofuran and 0.3 g of iodine and 18 ml of bromoethane were added to the obtained mixture to prepare a Grignard reagent. A solution of 170.5 g of 6-bromo-2-methylimidazo[1,2-a]pyridine and 162 ml of bromoethane in 500 ml of tetrahydrofuran was slowly dropped into the above reaction mixture. After the completion of the dropping, the obtained mixture was heated under reflux for 30 minutes and then cooled with ice. Formaldehyd... The yield is 91.9%. Yields the product CC=1N=C2N(C=C(C=C2)CO)C1 (2-Methylimidazo[1,2-a]pyridine-6-methanol). Reagents/catalysts: II (iodine). The reactants are BrC=1C=CC=2N(C1)C=C(N2)C (6-bromo-2-methylimidazo[1,2-a]pyridine), BrCC (bromoethane), Cl (hydrochloric acid), C=O (Formaldehyde), C=O (paraformaldehyde), Grignard reagent, [Mg] (magnesium), BrCC (bromoethane). The solvent is O1CCCC1 (tetrahydrofuran), O1CCCC1 (tetrahydrofuran). Run at time 30 minute. Reaction SMILES: [Mg].BrCC.Br[C:6]1[CH:7]=[CH:8][C:9]2[N:10]([CH:12]=[C:13]([CH3:15])[N:14]=2)[CH:11]=1.[CH2:16]=[O:17].Cl>O1CCCC1.II>[CH3:15][C:13]1[N:14]=[C:9]2[CH:8]=[CH:7][C:6]([CH2:16][OH:17])=[CH:11][N:10]2[CH:12]=1. Starting materials: CC1(C2C(C3=CC(=CC=C3O1)C#N)O2)C ((±)-2,2-dimethyl-1a,7b-dihydro-2H-1,3-dioxa-cyclopropa[a]naphthalene-6-carbonitrile), NC1=NC2=CC=CC=C2C(=C1)O (2-amino-quinolin-4-ol). The product is NC1=NC2=CC=CC=C2C(=C1)OC1C(C(OC2=CC=C(C=C12)C#N)(C)C)O (4-(2-Amino-quinolin-4-yloxy)-3-hydroxy-2,2-dimethyl-chroman-6-carbonitrile). Reaction SMILES: [CH3:1][C:2]1([CH3:15])[O:11][C:10]2[C:5](=[CH:6][C:7]([C:12]#[N:13])=[CH:8][CH:9]=2)[CH:4]2[O:14][CH:3]12.[NH2:16][C:17]1[CH:26]=[C:25]([OH:27])[C:24]2[C:19](=[CH:20][CH:21]=[CH:22][CH:23]=2)[N:18]=1>>[NH2:16][C:17]1[CH:26]=[C:25]([O:27][CH:4]2[C:5]3[C:10](=[CH:9][CH:8]=[C:7]([C:12]#[N:13])[CH:6]=3)[O:11][C:2]([CH3:1])([CH3:15])[CH:3]2[OH:14])[C:24]2[C:19](=[CH:20][CH:21]=[CH:22][CH:23]=2)[N:18]=1. Procedure details: Following the procedure in Example 1, using (±)-2,2-dimethyl-1a,7b-dihydro-2H-1,3-dioxa-cyclopropa[a]naphthalene-6-carbonitrile and 2-amino-quinolin-4-ol as starting materials, the title compound was prepared as a white solid. Starting materials: C(#N)[BH3-].[Na+] (sodium cyanoborohydride), BrC1=C(C2=C(N(C(N2CCN2CCNCC2)=O)C)C=C1)OCC1CCC1 (5-bromo-4-(cyclobutylmethoxy)-1-methyl-3-(2-piperazin-1-ylethyl)-1,3-dihydro-2H-benzimidazol-2-one), solution, C=O (formaldehyde), O (water). The solvent is O1CCCC1 (tetrahydrofuran). Run at time 30 minute. The product is BrC1=C(C2=C(N(C(N2CCN2CCN(CC2)C)=O)C)C=C1)OCC1CCC1 (5-Bromo-4-(cyclobutylmethoxy)-1-methyl-3-[2-(4-methylpiperazin-1-yl)ethyl]-1,3-dihydro-2H-benzimidazol-2-one). Yield: 91.9%. Reaction SMILES: [Br:1][C:2]1[CH:20]=[CH:19][C:5]2[N:6]([CH3:18])[C:7](=[O:17])[N:8]([CH2:9][CH2:10][N:11]3[CH2:16][CH2:15][NH:14][CH2:13][CH2:12]3)[C:4]=2[C:3]=1[O:21][CH2:22][CH:23]1[CH2:26][CH2:25][CH2:24]1.C=O.O.[C:30]([BH3-])#N.[Na+]>O1CCCC1>[Br:1][C:2]1[CH:20]=[CH:19][C:5]2[N:6]([CH3:18])[C:7](=[O:17])[N:8]([CH2:9][CH2:10][N:11]3[CH2:12][CH2:13][N:14]([CH3:30])[CH2:15][CH2:16]3)[C:4]=2[C:3]=1[O:21][CH2:22][CH:23]1[CH2:26][CH2:25][CH2:24]1 |f:3.4|. Procedure details: A solution of 5-bromo-4-(cyclobutylmethoxy)-1-methyl-3-(2-piperazin-1-ylethyl)-1,3-dihydro-2H-benzimidazol-2-one (40.0 mg, 0.0945 mmol) in tetrahydrofuran (2.0 mL) was treated with a 1.23M solution of formaldehyde in water (384 μL, 0.474 mmol). The resultant reaction mixture was stirred at RT for 30 min, followed by the addition of sodium cyanoborohydride (17.8 mg, 0.284 mmol). After stirring at RT for 2 h, the reaction mixture was quenched with acetic acid (0.5 mL) and concentrated in vacuo to ... Reactants: Cc1ccc(Cc2cnc([Si](C)(C)C(C)(C)C)n2S(=O)(=O)N(C)C)cc1[N+](=O)[O-], CCOC(C)=O, [Pd]. Product: Cc1ccc(Cc2cnc([Si](C)(C)C(C)(C)C)n2S(=O)(=O)N(C)C)cc1N. RXN SMILES: [CH3:1][N:2]([S:3](=[O:4])(=[O:5])[n:6]1[c:7]([Si:22]([CH3:23])([CH3:24])[C:25]([CH3:26])([CH3:27])[CH3:28])[n:8][cH:9][c:10]1[CH2:11][c:12]1[cH:13][c:14]([N+:19]([O-:20])=[O:21])[c:15]([CH3:18])[cH:16][cH:17]1)[CH3:29].[CH3:30][CH2:31][O:32][C:33](=[O:34])[CH3:35].[Pd:36]>>[CH3:1][N:2]([S:3](=[O:4])(=[O:5])[n:6]1[c:7]([Si:22]([CH3:23])([CH3:24])[C:25]([CH3:26])([CH3:27])[CH3:28])[n:8][cH:9][c:10]1[CH2:11][c:12]1[cH:13][c:14]([NH2:19])[c:15]([CH3:18])[cH:16][cH:17]1)[CH3:29]. Starting materials: CCOC(CBr)OCC, O=C1CCN(C(=O)C=Cc2cccc(Cl)c2)CCN1, [H-], [Na+], [Na+], O=C([O-])O. Product: CCOC(CN1CCN(C(=O)C=Cc2cccc(Cl)c2)CCC1=O)OCC. RXN SMILES: [Br:22][CH2:23][CH:24]([O:25][CH2:26][CH3:27])[O:28][CH2:29][CH3:30].[Cl:1][c:2]1[cH:3][c:4]([CH:8]=[CH:9][C:10](=[O:11])[N:12]2[CH2:13][CH2:14][NH:15][C:16](=[O:19])[CH2:17][CH2:18]2)[cH:5][cH:6][cH:7]1.[H-:21].[Na+:20].[Na+:35].[O-:31][C:32]([OH:33])=[O:34]>>[Cl:1][c:2]1[cH:3][c:4]([CH:8]=[CH:9][C:10](=[O:11])[N:12]2[CH2:13][CH2:14][N:15]([CH2:23][CH:24]([O:25][CH2:26][CH3:27])[O:28][CH2:29][CH3:30])[C:16](=[O:19])[CH2:17][CH2:18]2)[cH:5][cH:6][cH:7]1. Reported procedure: 13 gm of N-ethyl-2-amino-3-bromo-5-carbethoxy-N-cyclohexyl-benzylamine were boiled with 100 ml of 6 N hydrochloric acid for 1 hour. Subsequently, the supernatant liquid was decanted from the oily phase which had formed at the bottom, and the solution was evaporated to dryness. The residue was recrystallized from methanol, yielding N-ethyl-2-amino-3-bromo-5-carboxy-N-cyclohexyl-benzylamine hydrochloride, m.p. 227-229° C. Reactants: C(C)N(C1CCCCC1)CC1=C(C(=CC(=C1)C(=O)OCC)Br)N (N-ethyl-2-amino-3-bromo-5-carbethoxy-N-cyclohexyl-benzylamine), Cl (hydrochloric acid). The product is Cl.C(C)N(C1CCCCC1)CC1=C(C(=CC(=C1)C(=O)O)Br)N (N-ethyl-2-amino-3-bromo-5-carboxy-N-cyclohexyl-benzylamine hydrochloride). As a reaction SMILES: [CH2:1]([N:3]([CH2:10][C:11]1[CH:16]=[C:15]([C:17]([O:19]CC)=[O:18])[CH:14]=[C:13]([Br:22])[C:12]=1[NH2:23])[CH:4]1[CH2:9][CH2:8][CH2:7][CH2:6][CH2:5]1)[CH3:2].[ClH:24]>>[ClH:24].[CH2:1]([N:3]([CH2:10][C:11]1[CH:16]=[C:15]([C:17]([OH:19])=[O:18])[CH:14]=[C:13]([Br:22])[C:12]=1[NH2:23])[CH:4]1[CH2:9][CH2:8][CH2:7][CH2:6][CH2:5]1)[CH3:2] |f:2.3|.